From a dataset of the Open Reaction Database (ORD), a public repository of structured organic reaction records. describe an organic reaction: reactants, conditions, products, and yield Procedure details: A solution of methylmagnesium bromide (10.23 m mol) in diethyl ether (3.5 ml) and tetrahydrofuran (5 ml) were added to a solution of N-(4-dimethylamino-2-butynyl)-benzoylformamide (0.50 g) in toluene (8 ml) at room temperature. After being heated at 70° C. for 1.5 hours, the mixture was treated with 1N aqueous solution of sodium hydroxide and extracted with ethyl acetate. The extract was washed with brine, dried over magnesium sulfate and evaporated in vacuo. The residue was purified by column c... RXN SMILES: [CH3:1][Mg]Br.[CH3:4][N:5]([CH3:21])[CH2:6][C:7]#[C:8][CH2:9][N:10](C(=O)C1C=CC=CC=1)[CH:11]=[O:12].[OH-:22].[Na+].[C:24]1([CH3:30])[CH:29]=[CH:28][CH:27]=[CH:26][CH:25]=1>C(OCC)C.O1CCCC1>[CH3:21][N:5]([CH3:4])[CH2:6][C:7]#[C:8][CH2:9][NH:10][C:11](=[O:12])[C:30]([OH:22])([CH3:1])[C:24]1[CH:29]=[CH:28][CH:27]=[CH:26][CH:25]=1 |f:2.3|. Conditions: temperature 70 celsius. Solvent: C(C)OCC (diethyl ether), O1CCCC1 (tetrahydrofuran). Starting materials: C[Mg]Br (methylmagnesium bromide), CN(CC#CCN(C=O)C(C1=CC=CC=C1)=O)C (N-(4-dimethylamino-2-butynyl)-benzoylformamide), C1(=CC=CC=C1)C (toluene), aqueous solution, [OH-].[Na+] (sodium hydroxide). Product: CN(CC#CCNC(C(C1=CC=CC=C1)(C)O)=O)C (N-[4-dimethylamino-2-butynyl)-2-hydroxy-2-methyl-2-phenyl-acetamide).